Dataset: the Open Reaction Database (ORD), a public repository of structured organic reaction records. Task: describe an organic reaction: reactants, conditions, products, and yield The reactants are [OH-].[Na+] (NaOH), FC1=C(C=CC=C1F)[C@@]12N=C(SC[C@@H]1[C@H](OC2)C(F)(F)F)N ((4aS,5S,7aS)-7a-(2,3-Difluorophenyl)-5-(trifluoromethyl)-4a,5,7,7a-tetrahydro-4H-furo[3,4-d][1,3]thiazin-2-amine), S(O)(O)(=O)=O (Sulfuric acid), [N+](=O)(O)[O-] (nitric acid), ice. Yields the product FC1=C(C=C(C=C1F)[N+](=O)[O-])[C@@]12N=C(SC[C@@H]1[C@H](OC2)C(F)(F)F)N ((4aS,5S,7aS)-7a-(2,3-difluoro-5-nitrophenyl)-5-(trifluoromethyl)-4a,5,7,7a-tetrahydro-4H-furo[3,4-d][1,3]thiazin-2-amine). Reported procedure: (4aS,5S,7aS)-7a-(2,3-Difluorophenyl)-5-(trifluoromethyl)-4a,5,7,7a-tetrahydro-4H-furo[3,4-d][1,3]thiazin-2-amine (1.42 g) was dissolved in TFA (6 mL), and the solution was cooled to 0° C. Sulfuric acid (conc., 1 mL) was added, followed by fuming nitric acid (0.30 mL) dropwise over 20 mins. After stirring at 0° C. for 1 h, the reaction mixture was poured onto ice (50 g) and basified to pH 12 with 2 N NaOH (aq.). After allowing the ice to melt, the mixture was extracted with EtOAc (3×75 mL), and t... RXN SMILES: [F:1][C:2]1[C:7]([F:8])=[CH:6][CH:5]=[CH:4][C:3]=1[C@:9]12[CH2:17][O:16][C@H:15]([C:18]([F:21])([F:20])[F:19])[C@H:14]1[CH2:13][S:12][C:11]([NH2:22])=[N:10]2.S(=O)(=O)(O)O.[N+:28]([O-])([OH:30])=[O:29].[OH-].[Na+]>C(O)(C(F)(F)F)=O>[F:1][C:2]1[C:7]([F:8])=[CH:6][C:5]([N+:28]([O-:30])=[O:29])=[CH:4][C:3]=1[C@:9]12[CH2:17][O:16][C@H:15]([C:18]([F:19])([F:21])[F:20])[C@H:14]1[CH2:13][S:12][C:11]([NH2:22])=[N:10]2 |f:3.4|. The solvent is C(=O)(C(F)(F)F)O (TFA). Reaction conditions: temperature 0 celsius, time 1 hour. Reactants: ClC1=CC=C(C=C1)C1(CC1)C(=O)O (1-(4-chlorophenyl)cyclopropane-1-carboxylic acid), [K+].COC(CC(=O)[O-])=O (3-methoxy-3-oxopropanoic acid potassium salt). The product is ClC1=CC=C(C=C1)C1(CC1)C(CC(=O)OC)=O (methyl 3-[1-(4-chlorophenyl)cyclopropyl]-3-oxopropanoate). Isolated yield 78.0%. As a reaction SMILES: [Cl:1][C:2]1[CH:7]=[CH:6][C:5]([C:8]2([C:11]([OH:13])=O)[CH2:10][CH2:9]2)=[CH:4][CH:3]=1.[K+].[CH3:15][O:16][C:17](=[O:22])[CH2:18]C([O-])=O>>[Cl:1][C:2]1[CH:3]=[CH:4][C:5]([C:8]2([C:11](=[O:13])[CH2:18][C:17]([O:16][CH3:15])=[O:22])[CH2:9][CH2:10]2)=[CH:6][CH:7]=1 |f:1.2|. Reported procedure: The title compound was prepared in 78% yield from 1-(4-chlorophenyl)cyclopropane-1-carboxylic acid and 3-methoxy-3-oxopropanoic acid potassium salt according to the procedure for the preparation of Example 170, part A. 1H NMR (300 MHz, CDCl3): δ 1.22-1.26 (2H, m), 1.70-1.74 (2H, m), 3.35 (2H, s), 3.67 (3H, s), 7.29-7.34 (4H, m). The reactants are CC(=O)O, [BH3-]C#N, C=O, C1CCOC1, CO, O=C1NC(=O)C2(Cc3ccc([N+](=O)[O-])cc3C2)N1, [Na+]. Yields the product CNc1ccc2c(c1)CC1(C2)NC(=O)NC1=O. Reaction SMILES: [C:21]([OH:22])(=[O:23])[CH3:24].[C:25]([BH3-:26])#[N:27].[CH2:1]=[O:2].[CH2:31]1[O:32][CH2:33][CH2:34][CH2:35]1.[CH3:29][OH:30].[N+:3]([O-:4])(=[O:5])[c:6]1[cH:7][c:8]2[c:18]([cH:19][cH:20]1)[CH2:17][C:10]1([CH2:9]2)[NH:11][C:12](=[O:16])[NH:13][C:14]1=[O:15].[Na+:28]>>[NH:3]([c:6]1[cH:7][c:8]2[c:18]([cH:19][cH:20]1)[CH2:17][C:10]1([CH2:9]2)[NH:11][C:12](=[O:16])[NH:13][C:14]1=[O:15])[CH3:21]. The reactants are CCOC(C)=O, CCCNC1CCc2cccc(OC)c2C1, CCCCCC, [Cl-], O=C(O)Cc1cccs1. The product is CCCN(C(=O)Cc1cccs1)C1CCc2cccc(OC)c2C1. RXN SMILES: [C:27]([O:28][CH2:29][CH3:30])(=[O:31])[CH3:32].[CH3:1][O:2][c:3]1[cH:4][cH:5][cH:6][c:7]2[c:12]1[CH2:11][CH:10]([NH:13][CH2:14][CH2:15][CH3:16])[CH2:9][CH2:8]2.[CH3:33][CH2:34][CH2:35][CH2:36][CH2:37][CH3:38].[Cl-:17].[s:18]1[c:19]([CH2:23][C:24](=[O:25])[OH:26])[cH:20][cH:21][cH:22]1>>[CH3:1][O:2][c:3]1[cH:4][cH:5][cH:6][c:7]2[c:12]1[CH2:11][CH:10]([N:13]([CH2:14][CH2:15][CH3:16])[C:24]([CH2:23][c:19]1[s:18][cH:22][cH:21][cH:20]1)=[O:26])[CH2:9][CH2:8]2. The reactants are C(C1=CC=CC=C1)C1=NC(=NC(=C1)C)Cl (4-benzyl-2-chloro-6-methyl-pyrimidine), COC=1C=C(C=CC1C=1C=NN(C1)C)N (3-methoxy-4-(1-methyl-1H-pyrazol-4-yl)-phenylamine). Solvent: ClCCl.C(C)(=O)OCC (dichloromethane ethyl acetate). The product is C(C1=CC=CC=C1)C1=NC(=NC(=C1)C)NC1=CC(=C(C=C1)C=1C=NN(C1)C)OC ((4-Benzyl-6-methyl-pyrimidin-2-yl)-[3-methoxy-4-(1-methyl-1H-pyrazol-4-yl)-phenyl]-amine). Yield: 22.2%. RXN SMILES: [CH2:1]([C:8]1[CH:13]=[C:12]([CH3:14])[N:11]=[C:10](Cl)[N:9]=1)[C:2]1[CH:7]=[CH:6][CH:5]=[CH:4][CH:3]=1.[CH3:16][O:17][C:18]1[CH:19]=[C:20]([NH2:30])[CH:21]=[CH:22][C:23]=1[C:24]1[CH:25]=[N:26][N:27]([CH3:29])[CH:28]=1>ClCCl.C(OCC)(=O)C>[CH2:1]([C:8]1[CH:13]=[C:12]([CH3:14])[N:11]=[C:10]([NH:30][C:20]2[CH:21]=[CH:22][C:23]([C:24]3[CH:25]=[N:26][N:27]([CH3:29])[CH:28]=3)=[C:18]([O:17][CH3:16])[CH:19]=2)[N:9]=1)[C:2]1[CH:7]=[CH:6][CH:5]=[CH:4][CH:3]=1 |f:2.3|. Procedure details: The title compound was prepared from 4-benzyl-2-chloro-6-methyl-pyrimidine (119 mg, 0.54 mmol) and 3-methoxy-4-(1-methyl-1H-pyrazol-4-yl)-phenylamine (100 mg, 0.49 mmol) using in analogous manner the procedure described in example 206c). Column chromatography (25 g silica, dichloromethane/ethyl acetate 0-25% v/v) afforded the title compound (42 mg, 22%) as a light yellow viscous oil. MS ISP (m/e): 386.2 [(M+H)+]. 1H NMR (CDCl3, 300 MHz): δ (ppm)=7.82 (s, 1H), 7.76 (m, 2H), 7.39 (d, 1H), 7.29 (m,... Starting materials: C=O, CCCCCC, ClCCl, COC(=O)C1C=CCn2c(=O)[nH]c(=O)n21. Yields the product COC(=O)C1C=CCn2c(=O)n(CO)c(=O)n21. RXN SMILES: [CH2:16]=[O:17].[CH3:18][CH2:19][CH2:20][CH2:21][CH2:22][CH3:23].[Cl:24][CH2:25][Cl:26].[O:1]=[c:2]1[nH:3][c:4](=[O:15])[n:5]2[n:6]1[CH2:7][CH:8]=[CH:9][CH:10]2[C:11](=[O:12])[O:13][CH3:14]>>[O:1]=[c:2]1[n:3]([CH2:16][OH:17])[c:4](=[O:15])[n:5]2[n:6]1[CH2:7][CH:8]=[CH:9][CH:10]2[C:11](=[O:12])[O:13][CH3:14]. Reactants: C(=O)=O.C(Cl)(Cl)(Cl)Cl (dry ice carbon tetrachloride), C1=CC=CC=2SC3=C(C21)C(=C2C=CC=CC2=C3)C=3C(=C(C(=CC3)F)O)F (3-(benzo [b]naphtho[2,3-d]thiophen-11-yl)-2,6 difluoro-phenol), BrBr (bromine). Run in C(Cl)Cl (methylene chloride), C(Cl)Cl (methylene chloride), C(Cl)Cl (methylene chloride). As a reaction SMILES: C(=O)=O.C(Cl)(Cl)(Cl)Cl.[CH:9]1[C:17]2[C:16]3[C:18]([C:26]4[C:27]([F:34])=[C:28]([OH:33])[C:29]([F:32])=[CH:30][CH:31]=4)=[C:19]4[C:24](=[CH:25][C:15]=3[S:14][C:13]=2[CH:12]=[CH:11][CH:10]=1)[CH:23]=[CH:22][CH:21]=[CH:20]4.[Br:35]Br>C(Cl)Cl>[Br:35][C:25]1[C:15]2[S:14][C:13]3[CH:12]=[CH:11][CH:10]=[CH:9][C:17]=3[C:16]=2[C:18]([C:26]2[C:27]([F:34])=[C:28]([OH:33])[C:29]([F:32])=[CH:30][CH:31]=2)=[C:19]2[C:24]=1[CH:23]=[CH:22][CH:21]=[CH:20]2 |f:0.1|. Product: BrC1=C2C=CC=CC2=C(C=2C3=C(SC21)C=CC=C3)C=3C(=C(C(=CC3)F)O)F (3-(6-Bromo-benzo[b]naphtho[2,3-d]thiophen-11-yl)-2,6 difluoro-phenol). Conditions: time 28 minute. Procedure: To a cold (-23° C. dry ice/carbon tetrachloride bath) stirred solution of 3-(benzo [b]naphtho[2,3-d]thiophen-11-yl)-2,6 difluoro-phenol (1.38 g, 3.81 mmol) in methylene chloride (35 mL) was added a solution of bromine (0.22 mL, 4.19 mmol) in methylene chloride (7 mL) dropwise, very slowly, over a period of 28 minutes. After stirring an additional 1.5 h the reaction was quenched with dilute sodium bisulfite and the organics were extracted with ether. The extract was concentrated to give a yellow ...